From a dataset of the Open Reaction Database (ORD), a public repository of structured organic reaction records. describe an organic reaction: reactants, conditions, products, and yield The reactants are ClC1=C(C=CC(=C1)C)C(F)(F)F (2-chloro-4-methyl-1-trifluoromethylbenzene), BrN1C(CCC1=O)=O (N-bromosuccinimide), C(C1=CC=CC=C1)(=O)OOC(C1=CC=CC=C1)=O (benzoyl peroxide). Reagents/catalysts: C(C1=CC=CC=C1)(=O)OOC(C1=CC=CC=C1)=O (benzoyl peroxide). Run in C(Cl)(Cl)(Cl)Cl (carbon tetrachloride). Conditions: time 16 hour. Yields the product ClC=1C=C(CBr)C=CC1C(F)(F)F (3-Chloro-4-trifluoromethylbenzylbromide). Isolated yield 80.4%. As a reaction SMILES: [Cl:1][C:2]1[CH:7]=[C:6]([CH3:8])[CH:5]=[CH:4][C:3]=1[C:9]([F:12])([F:11])[F:10].[Br:13]N1C(=O)CCC1=O.C(OOC(=O)C1C=CC=CC=1)(=O)C1C=CC=CC=1>C(Cl)(Cl)(Cl)Cl.C(OOC(=O)C1C=CC=CC=1)(=O)C1C=CC=CC=1>[Cl:1][C:2]1[CH:7]=[C:6]([CH:5]=[CH:4][C:3]=1[C:9]([F:10])([F:11])[F:12])[CH2:8][Br:13]. Procedure details: A mixture of 2-chloro-4-methyl-1-trifluoromethylbenzene 26 (0.20 g, 1 mmol), N-bromosuccinimide (0.17 g, 1 mmol) and benzoyl peroxide (7.4 mg, 0.03 mmol) in carbon tetrachloride (2 mL) was heated to reflux for 2 hours. Another portion of benzoyl peroxide (20 mg, 0.08 mmol) was added. The mixture was heated to reflux for another 0.5 hours. The reaction mixture was further stirred at room temperature for 16 hours. The solid was removed by filtration. The solvent was removed under reduced pressure.... Run in C(C)O (ethanol). Product: C(N)(=O)C=1C(=C(C=CC1)C1=C2CC[C@H](C2=C(C=C1)F)OC1=CC2=C([C@@H](CO2)CC(=O)O)C=C1)C (2-((3S)-6-((1R)-4-(3-Carbamoyl-2-methylphenyl)-7-fluoro-2,3-dihydro-1H-inden-1-yloxy)-2,3-dihydrobenzofuran-3-yl)acetic acid). The reactants are N (NH3), OO (H2O2), C(#N)C=1C(=C(C=CC1)C1=C2CC[C@H](C2=C(C=C1)F)OC1=CC2=C([C@@H](CO2)CC(=O)O)C=C1)C (2-((3S)-6-((1R)-4-(3-cyano-2-methylphenyl)-7-fluoro-2,3-dihydro-1H-inden-1-yloxy)-2,3-dihydrobenzofuran-3-yl)acetic acid). Procedure: 30% Aqueous NH3 solution (4.2 mL) and 35% aqueous H2O2 solution (1.4 ml) are added at 0° C. to a solution of 2-((3S)-6-((1R)-4-(3-cyano-2-methylphenyl)-7-fluoro-2,3-dihydro-1H-inden-1-yloxy)-2,3-dihydrobenzofuran-3-yl)acetic acid (30 mg) in ethanol (5 mL). The mixture is stirred at room temperature for 12 hours, while warming to room temperature. The mixture is concentrated, diluted with water and neutralized with 4 M aqueous HCl solution. The resulting mixture is extracted with dichloromethane.... As a reaction SMILES: N.[OH:2]O.[C:4]([C:6]1[C:7]([CH3:36])=[C:8]([C:12]2[CH:20]=[CH:19][C:18]([F:21])=[C:17]3[C:13]=2[CH2:14][CH2:15][C@H:16]3[O:22][C:23]2[CH:35]=[CH:34][C:26]3[C@H:27]([CH2:30][C:31]([OH:33])=[O:32])[CH2:28][O:29][C:25]=3[CH:24]=2)[CH:9]=[CH:10][CH:11]=1)#[N:5]>C(O)C>[C:4]([C:6]1[C:7]([CH3:36])=[C:8]([C:12]2[CH:20]=[CH:19][C:18]([F:21])=[C:17]3[C:13]=2[CH2:14][CH2:15][C@H:16]3[O:22][C:23]2[CH:35]=[CH:34][C:26]3[C@H:27]([CH2:30][C:31]([OH:33])=[O:32])[CH2:28][O:29][C:25]=3[CH:24]=2)[CH:9]=[CH:10][CH:11]=1)(=[O:2])[NH2:5]. Conditions: time 12 hour. The reactants are CS(=O)(=O)Cl (Methanesulfonyl chloride), OC1CC=C(CC1)C1=C(C(=O)OCC)C=CC=C1 (ethyl (4-hydroxycyclohex-1-enyl)benzoate), N1=CC=CC=C1 (pyridine), O (Water), C1(=CC=CC=C1)P(C1=CC=CC=C1)C1=CC=CC=C1 (triphenylphosphine), [N-]=[N+]=[N-].[Na+] (Sodium azide), C(=O)(OC(C)(C)C)OC(=O)OC(C)(C)C (di-tert-butyl dicarbonate). The solvent is C(C)(=O)OCC (ethyl acetate), C(C)(=O)OCC (ethyl acetate), C(C)(=O)OCC (ethyl acetate). Conditions: temperature 0 celsius, time 2 hour. Product: C(C)(C)(C)OC(=O)NC1CC=C(CC1)C=1C=C(C(=O)OCC)C=CC1 (Ethyl 3-(4-tert-butoxycarbonylaminocyclohex-1-enyl)benzoate). As a reaction SMILES: OC1CCC([C:8]2[CH:18]=[CH:17][CH:16]=[CH:15][C:9]=2[C:10]([O:12][CH2:13][CH3:14])=[O:11])=CC1.CS(Cl)(=O)=O.[N-]=[N+]=[N-].[Na+].O.[C:29]1(P(C2C=CC=CC=2)C2C=CC=CC=2)C=CC=CC=1.C(O[C:56]([O:58][C:59]([CH3:62])([CH3:61])[CH3:60])=[O:57])(OC(C)(C)C)=O.[N:63]1[CH:68]=[CH:67][CH:66]=[CH:65][CH:64]=1>C(OCC)(=O)C>[C:59]([O:58][C:56]([NH:63][CH:68]1[CH2:67][CH2:66][C:65]([C:18]2[CH:8]=[C:9]([CH:15]=[CH:16][CH:17]=2)[C:10]([O:12][CH2:13][CH3:14])=[O:11])=[CH:64][CH2:29]1)=[O:57])([CH3:60])([CH3:61])[CH3:62] |f:2.3|. Reported procedure: A solution of ethyl (4-hydroxycyclohex-1-enyl)benzoate obtained in Example (195a) (1 g, 4.06 mmol) in pyridine (20 mL) was cooled to 0° C. Methanesulfonyl chloride (628 μL, 8.12 mmol) was added at the same temperature, and the mixture was stirred at 0° C. for two hours. The reaction solution was diluted with ethyl acetate, washed with 1 N hydrochloric acid and brine, and dried over magnesium sulfate. Thereafter, the solvent was evaporated under reduced pressure. The resulting residue was dissolv... Yields the product CC1=CC=C(C=C1)S(=O)(=O)N[C@@H](CC(=O)N)C(=O)NCCCC[C@@H](C(=O)O)N(CC(C)C)S(=O)(=O)C2=CC=C(C=C2)C (Nα-isobutyl-Nα-(4-methylbenzenesulfonyl)-Nε-[N′α-(4-methylbenzenesulfonyl)-L-asparagyl]-L-lysine), desired material. Procedure: The title compound was prepared from Nα-isobutyl-Nα-(4-methylbenzenesulfonyl)-L-lysine (100 mg, 0.29 mmol, example 1, step E) as described in general procedure Bc using Nα-(4-methylbenzenesulfonyl)-L-asparagine (90 mg, 0.3 mmol) which was prepared in step A of example 47. The final product was triturated with ether to yield 95 mg (15%) of the desired material. The yield is 15.0%. As a reaction SMILES: [CH2:1]([N:5]([S:15]([C:18]1[CH:23]=[CH:22][C:21]([CH3:24])=[CH:20][CH:19]=1)(=[O:17])=[O:16])[C@H:6]([C:12]([OH:14])=[O:13])[CH2:7][CH2:8][CH2:9][CH2:10][NH2:11])[CH:2]([CH3:4])[CH3:3].[CH3:25][C:26]1[CH:31]=[CH:30][C:29]([S:32]([NH:35][C@H:36]([C:41](O)=[O:42])[CH2:37][C:38](=[O:40])[NH2:39])(=[O:34])=[O:33])=[CH:28][CH:27]=1>>[CH3:25][C:26]1[CH:31]=[CH:30][C:29]([S:32]([NH:35][C@H:36]([C:41]([NH:11][CH2:10][CH2:9][CH2:8][CH2:7][C@H:6]([N:5]([S:15]([C:18]2[CH:23]=[CH:22][C:21]([CH3:24])=[CH:20][CH:19]=2)(=[O:17])=[O:16])[CH2:1][CH:2]([CH3:3])[CH3:4])[C:12]([OH:14])=[O:13])=[O:42])[CH2:37][C:38]([NH2:39])=[O:40])(=[O:33])=[O:34])=[CH:28][CH:27]=1. Starting materials: C(C(C)C)N([C@@H](CCCCN)C(=O)O)S(=O)(=O)C1=CC=C(C=C1)C (Nα-isobutyl-Nα-(4-methylbenzenesulfonyl)-L-lysine), CC1=CC=C(C=C1)S(=O)(=O)N[C@@H](CC(N)=O)C(=O)O (Nα-(4-methylbenzenesulfonyl)-L-asparagine). The reactants are NC=1N=C(C2=C(N1)N=CC(=C2C)CC(CC)C2=CC=C(C(=O)OC)C=C2)N (Methyl 4-[1-[(2,4-Diamino-5-methylpyrido[2,3-d]-pyrimidin-6-yl)methyl]propyl]benzoate), [OH-].[Na+] (NaOH), [OH-].[Na+] (NaOH). Run in C(Cl)(Cl)Cl.CO (CHCl3 MeOH). Conditions: time 20 hour. Yields the product NC=1N=C(C2=C(N1)N=CC(=C2C)CC(CC)C2=CC=C(C(=O)O)C=C2)N (4-[1-[(2,4-Diamino-5-methylpyrido[2,3-d]pyrimidin-6-yl)methyl]propyl]benzoic Acid). RXN SMILES: [NH2:1][C:2]1[N:3]=[C:4]([NH2:27])[C:5]2[C:11]([CH3:12])=[C:10]([CH2:13][CH:14]([C:17]3[CH:26]=[CH:25][C:20]([C:21]([O:23]C)=[O:22])=[CH:19][CH:18]=3)[CH2:15][CH3:16])[CH:9]=[N:8][C:6]=2[N:7]=1.[OH-].[Na+]>C(Cl)(Cl)Cl.CO>[NH2:1][C:2]1[N:3]=[C:4]([NH2:27])[C:5]2[C:11]([CH3:12])=[C:10]([CH2:13][CH:14]([C:17]3[CH:26]=[CH:25][C:20]([C:21]([OH:23])=[O:22])=[CH:19][CH:18]=3)[CH2:15][CH3:16])[CH:9]=[N:8][C:6]=2[N:7]=1 |f:1.2,3.4|. Procedure: A solution of 4 (190 mg, 0.521 mmol) in Me2SO (17 mL) was treated with 1 N NaOH (0.75 mL). After 20 hours at 20°-23° C., the solution was found by TLC (CHCl3 -MeOH, 4:1) examination to contain a small amount of unchanged 4. More 1N NaOH (0.50 mL) was added to the solution, kept at 20°-23° C., and 2 hours later TLC showed completed disappearance of 4. The Me2SO was then removed by distillation in vacuo (less than 1 mm, bath to 45° C). The residue was dissolved in H2O (3 mL), and the resulting cle... Starting materials: C(CCCCCCCCCCCCCCCCC)[Si](Cl)(Cl)Cl (octadecyltrichlorosilane), COCCOCCOCCO (2-(2-(2-methoxyethoxy)ethoxy)ethanol). Run in CCCCCCC (heptane). Product: C(CCCCCCCCCCCCCCCCC)[Si](OCCOCCOCCOC)(OCCOCCOCCOC)OCCOCCOCCOC (Octadecyltris(2-(2-(2-methoxyethoxy)ethoxy)ethoxy)silane). RXN SMILES: [CH2:1]([Si:19](Cl)(Cl)Cl)[CH2:2][CH2:3][CH2:4][CH2:5][CH2:6][CH2:7][CH2:8][CH2:9][CH2:10][CH2:11][CH2:12][CH2:13][CH2:14][CH2:15][CH2:16][CH2:17][CH3:18].[CH3:23][O:24][CH2:25][CH2:26][O:27][CH2:28][CH2:29][O:30][CH2:31][CH2:32][OH:33]>CCCCCCC>[CH2:1]([Si:19]([O:33][CH2:32][CH2:31][O:30][CH2:29][CH2:28][O:27][CH2:26][CH2:25][O:24][CH3:23])([O:33][CH2:32][CH2:31][O:30][CH2:29][CH2:28][O:27][CH2:26][CH2:25][O:24][CH3:23])[O:33][CH2:32][CH2:31][O:30][CH2:29][CH2:28][O:27][CH2:26][CH2:25][O:24][CH3:23])[CH2:2][CH2:3][CH2:4][CH2:5][CH2:6][CH2:7][CH2:8][CH2:9][CH2:10][CH2:11][CH2:12][CH2:13][CH2:14][CH2:15][CH2:16][CH2:17][CH3:18]. Reported procedure: The procedure of Example 1 was repeated with 387.5 g (1.0 mole) of octadecyltrichlorosilane and 800 mL of heptane. Under nitrogen 508.4 g (3.10 mole) of 2-(2-(2-methoxyethoxy)ethoxy)ethanol was added at 80° C. over 4 hours. After heating the reaction for an additional 48 hours and removal of all volatile components under vacuum, 780 g of the pale yellow liquid product were obtained. Starting materials: NNC(=S)NN (thiocarbohydrazide), S(O)(O)(=O)=O (sulphuric acid), C(C(C)(C)C)(=O)C#N (pivaloyl cyanide). The solvent is O (water), Cl (hydrochloric acid), O (water). Reaction conditions: time 20 hour. Yields the product NN1C(=NN=C(C1=O)C(C)(C)C)S (4-amino-6-tert.-butyl-3-mercapto-1,2,4-triazin-5(4H)-one). Isolated yield 65.0%. Reaction SMILES: S(=O)(=O)(O)[OH:2].[C:6]([C:12]#N)(=O)[C:7]([CH3:10])([CH3:9])[CH3:8].[NH2:14][NH:15][C:16]([NH:18][NH2:19])=[S:17]>O.Cl>[NH2:14][N:15]1[C:12](=[O:2])[C:6]([C:7]([CH3:10])([CH3:9])[CH3:8])=[N:19][N:18]=[C:16]1[SH:17]. Reported procedure: 200 ml of concentrated sulphuric acid and then 72 g of water were added dropwise to 111 g (1 mol) of pivaloyl cyanide at 20° to 25° C. The reaction mixture was subsequently stirred at 20° to 25° C. for 20 hours and was added to a solution of 106 g (1 mol) of thiocarbohydrazide in 500 ml of water and 150 ml of concentrated hydrochloric acid at the above temperature. The mixture was subsequently stirred at 80° to 90° C. for 2 hours, cooled to 5° to 10° C. and filtered. The solid residue was recrys... Reactants: COC(=O)c1ccc2nc(NCC3(F)CCN(C(=O)OC(C)(C)C)CC3)[nH]c2c1, CO, Cl, C1COCCO1. Yields the product Cl, COC(=O)c1ccc2nc(NCC3(F)CCNCC3)[nH]c2c1. RXN SMILES: [C:1]([O:2][C:3](=[O:4])[N:8]1[CH2:9][CH2:10][C:11]([CH2:14][NH:15][c:16]2[nH:17][c:18]3[c:19]([n:20]2)[cH:21][cH:22][c:23]([C:25](=[O:26])[O:27][CH3:28])[cH:24]3)([F:29])[CH2:12][CH2:13]1)([CH3:5])([CH3:6])[CH3:7].[CH3:37][OH:38].[ClH:36].[O:30]1[CH2:31][CH2:32][O:33][CH2:34][CH2:35]1>>[ClH:36].[NH:8]1[CH2:9][CH2:10][C:11]([CH2:14][NH:15][c:16]2[nH:17][c:18]3[c:19]([n:20]2)[cH:21][cH:22][c:23]([C:25](=[O:26])[O:27][CH3:28])[cH:24]3)([F:29])[CH2:12][CH2:13]1.